This data is from the Open Reaction Database (ORD), a public repository of structured organic reaction records. The task is: describe an organic reaction: reactants, conditions, products, and yield Product: ClC1C2CC(C2CC1O)=O (2-Chloro-3-hydroxybicyclo[3,2,0]heptan-6-one). Reported procedure: A mixture of 1 N sodium hypochlorite in 0.1 N sodium hydroxide (478 ml) and 2 N sulphuric acid (425 ml) was added to a solution of bicyclo[3,2,0]hept-2-ene-6-one (23.0 g) in acetone (500 ml). The resulting solution was stirred at room temperature for 24 hours. Run at time 24 hour. Solvent: [OH-].[Na+] (sodium hydroxide), S(O)(O)(=O)=O (sulphuric acid). RXN SMILES: [Cl:1][O-].[Na+].[CH:4]12[CH2:10][C:9](=[O:11])[CH:8]1CC=C2.[CH3:12][C:13]([CH3:15])=[O:14]>[OH-].[Na+].S(=O)(=O)(O)O>[Cl:1][CH:15]1[CH:13]([OH:14])[CH2:12][CH:10]2[CH:4]1[CH2:8][C:9]2=[O:11] |f:0.1,4.5|. Starting materials: C12C=CCC2C(C1)=O (bicyclo[3,2,0]hept-2-ene-6-one), CC(=O)C (acetone), Cl[O-].[Na+] (sodium hypochlorite). Starting materials: C(C)(C)(C)OC(C(=O)OC)C1=C(C2=C(C(N1C)=O)NC=C2)C2=CC=C(C=C2)Cl (methyl 2-(tert-butoxy)-2-(4-(4-chlorophenyl)-6-methyl-7-oxo-6,7-dihydro-1H-pyrrolo[2,3-c]pyridin-5-yl)acetate), BrCC(C)C (1-bromo-2-methylpropane). Yields the product C(C)(C)(C)OC(C(=O)O)C1=C(C2=C(C(N1C)=O)N(C=C2)CC(C)C)C2=CC=C(C=C2)Cl (2-(tert-butoxy)-2-(4-(4-chlorophenyl)-1-isobutyl-6-methyl-7-oxo-6,7-dihydro-1H-pyrrolo[2,3-c]pyridin-5-yl)acetic acid). Reaction SMILES: [C:1]([O:5][CH:6]([C:11]1[N:16]([CH3:17])[C:15](=[O:18])[C:14]2[NH:19][CH:20]=[CH:21][C:13]=2[C:12]=1[C:22]1[CH:27]=[CH:26][C:25]([Cl:28])=[CH:24][CH:23]=1)[C:7]([O:9]C)=[O:8])([CH3:4])([CH3:3])[CH3:2].Br[CH2:30][CH:31]([CH3:33])[CH3:32]>>[C:1]([O:5][CH:6]([C:11]1[N:16]([CH3:17])[C:15](=[O:18])[C:14]2[N:19]([CH2:30][CH:31]([CH3:33])[CH3:32])[CH:20]=[CH:21][C:13]=2[C:12]=1[C:22]1[CH:27]=[CH:26][C:25]([Cl:28])=[CH:24][CH:23]=1)[C:7]([OH:9])=[O:8])([CH3:3])([CH3:2])[CH3:4]. Procedure: The title compound was prepared in a manner similar to that described in Example 2 from methyl 2-(tert-butoxy)-2-(4-(4-chlorophenyl)-6-methyl-7-oxo-6,7-dihydro-1H-pyrrolo[2,3-c]pyridin-5-yl)acetate and 1-bromo-2-methylpropane. 1H NMR (400 MHz, CHLOROFORM-d) ppm 7.59-7.67 (m, 1H) 7.45-7.51 (m, 2H) 7.39-7.45 (m, 1H) 6.97-7.04 (m, 1H) 5.91-5.98 (m, 1H) 5.30-5.39 (m, 1H) 4.23-4.44 (m, 2H) 3.67 (s, 3H) 2.16-2.31 (m, 1H) 1.01 (s, 9H) 0.88-0.98 (m, 6H); LCMS (m/z) ES+=445 (M+1).